This data is from the Open Reaction Database (ORD), a public repository of structured organic reaction records. The task is: describe an organic reaction: reactants, conditions, products, and yield Reactants: O=C(O)CN(C(=O)OCc1ccccc1)c1ccc(O)c(O)c1, CC(=O)O, CCOC(C)=O, O=S(=O)(Cl)Cl. Product: O=C(O)CN(C(=O)OCc1ccccc1)c1cc(O)c(O)cc1Cl. RXN SMILES: [CH2:1]([c:2]1[cH:3][cH:4][cH:5][cH:6][cH:7]1)[O:8][C:9](=[O:10])[N:11]([CH2:12][C:13](=[O:14])[OH:15])[c:16]1[cH:17][c:18]([OH:23])[c:19]([OH:22])[cH:20][cH:21]1.[CH3:29][C:30](=[O:31])[OH:32].[CH3:33][CH2:34][O:35][C:36](=[O:37])[CH3:38].[S:24]([Cl:25])(=[O:26])([Cl:27])=[O:28]>>[CH2:1]([c:2]1[cH:3][cH:4][cH:5][cH:6][cH:7]1)[O:8][C:9](=[O:10])[N:11]([CH2:12][C:13](=[O:14])[OH:15])[c:16]1[cH:17][c:18]([OH:23])[c:19]([OH:22])[cH:20][c:21]1[Cl:27]. Reactants: C(C)(C)(C)OC(=O)N1CC(CCC1)O (1-(tert-butoxycarbonyl)-3-hydroxypiperidine), ClC1=CC=C(C=C1)C1=CC=C(C=C1)CCl (4′-chloro-4-chloromethylbiphenyl). The product is C(C)(C)(C)OC(=O)N1CC(CCC1)OCC1=CC=C(C=C1)C1=CC=C(C=C1)Cl (1-(tert-Butoxycarbonyl)-3-[(4′-chlorobiphenyl-4-yl)methoxy]piperidine). Yield: 83.6%. Reaction SMILES: [C:1]([O:5][C:6]([N:8]1[CH2:13][CH2:12][CH2:11][CH:10]([OH:14])[CH2:9]1)=[O:7])([CH3:4])([CH3:3])[CH3:2].[Cl:15][C:16]1[CH:21]=[CH:20][C:19]([C:22]2[CH:27]=[CH:26][C:25]([CH2:28]Cl)=[CH:24][CH:23]=2)=[CH:18][CH:17]=1>>[C:1]([O:5][C:6]([N:8]1[CH2:13][CH2:12][CH2:11][CH:10]([O:14][CH2:28][C:25]2[CH:24]=[CH:23][C:22]([C:19]3[CH:20]=[CH:21][C:16]([Cl:15])=[CH:17][CH:18]=3)=[CH:27][CH:26]=2)[CH2:9]1)=[O:7])([CH3:4])([CH3:2])[CH3:3]. Procedure details: Using 1-(tert-butoxycarbonyl)-3-hydroxypiperidine (403 mg, 2.00 mmol) and 4′-chloro-4-chloromethylbiphenyl (474 mg, 2.00 mmol), the same procedure was followed as in Step 6a of Example 6 to give 672 mg (84%) of the desired compound as a colorless powder. The product is OC(CCCN1C=NC=C1)C1=CC=C(C=C1)Cl (1-[4-hydroxy-4-(4-chlorophenyl)butyl]imidazole). Reaction SMILES: [Cl:1][C:2]1[CH:7]=[CH:6][C:5]([C:8](=[O:17])[CH2:9][CH2:10][CH2:11][N:12]2[CH:16]=[CH:15][N:14]=[CH:13]2)=[CH:4][CH:3]=1.[BH4-].[Na+]>CO>[OH:17][CH:8]([C:5]1[CH:4]=[CH:3][C:2]([Cl:1])=[CH:7][CH:6]=1)[CH2:9][CH2:10][CH2:11][N:12]1[CH:16]=[CH:15][N:14]=[CH:13]1 |f:1.2|. Starting materials: [BH4-].[Na+] (sodium borohydride), ClC1=CC=C(C=C1)C(CCCN1C=NC=C1)=O (1-[4-(4-chlorophenyl)butan-4-onyl]imidazole). The solvent is CO (methanol). Reported procedure: To a 0° C. solution of 5 g. of the above ketone in 150 ml. of anhydrous methanol was added excess sodium borohydride, and the mixture stirred for 1 hour. After removal of the solvent, a small quantity of water was added and the mixture was extracted with ethyl acetate. The combined extracts were dried over magnesium sulfate and evaporated to afford 1-[4-hydroxy-4-(4-chlorophenyl)butyl]imidazole. Run at time 1 hour. Product: C(C)(=O)C1=C(C(=C(OCCCN2CCC(CC2)OC(C2=NC=CC=C2)C2=CC=C(C=C2)Cl)C=C1)CCC)O (1-[(4-acetyl-3-hydroxy-2-n-propylphenoxy)propyl]-4-[(4-chlorophenyl)-2-pyridylmethoxy]piperidine). As a reaction SMILES: [Cl:1][C:2]1[CH:7]=[CH:6][C:5]([CH:8]([C:16]2[CH:21]=[CH:20][CH:19]=[CH:18][N:17]=2)[O:9][CH:10]2[CH2:15][CH2:14][NH:13][CH2:12][CH2:11]2)=[CH:4][CH:3]=1.[C:22](=[O:25])([O-])[O-].[K+].[K+].[CH3:28][C:29]([CH3:31])=[O:30]>>[C:29]([C:31]1[CH:4]=[CH:5][C:8]([O:9][CH2:10][CH2:11][CH2:12][N:13]2[CH2:12][CH2:11][CH:10]([O:9][CH:8]([C:5]3[CH:6]=[CH:7][C:2]([Cl:1])=[CH:3][CH:4]=3)[C:16]3[CH:21]=[CH:20][CH:19]=[CH:18][N:17]=3)[CH2:15][CH2:14]2)=[C:16]([CH2:21][CH2:20][CH3:19])[C:22]=1[OH:25])(=[O:30])[CH3:28] |f:1.2.3|. Yield: 87.0%. The reactants are ClC1=CC=C(C=C1)C(OC1CCNCC1)C1=NC=CC=C1 (4-[(4-chlorophenyl)-2-pyridylmethoxy]piperidine), 4-(3-bromopropoxy)-2-hydroxy-3-n-propylacetophenone, CC(=O)C (acetone), C([O-])([O-])=O.[K+].[K+] (potassium carbonate). Conditions: temperature 60 celsius, time 6.5 hour. Reported procedure: In 6 ml of acetone were dissolved 0.80 g (2.64 mmol) of 4-[(4-chlorophenyl)-2-pyridylmethoxy]piperidine and 0.95 g (3.01 mmol) of 4-(3-bromopropoxy)-2-hydroxy-3-n-propylacetophenone. To the mixed solution was added 0.44 g (3.18 mmol) of potassium carbonate, and the mixture was heated and stirred at an oil bath temperature of at around 60° C. for 6.5 hours. After completion of the reaction, insolubles were removed by filtration, and the filtrate was concentrated under reduced pressure. The residu...